Task: describe an organic reaction: reactants, conditions, products, and yield. Dataset: the Open Reaction Database (ORD), a public repository of structured organic reaction records The reactants are CC(C)Oc1cc(Oc2ccc3c(c2)OCCN(C)C3=O)cc(C(=O)Nc2ccn(C(=O)OC(C)(C)C)n2)c1, CO. The product is CC(C)Oc1cc(Oc2ccc3c(c2)OCCN(C)C3=O)cc(C(=O)Nc2cc[nH]n2)c1. Reaction SMILES: [CH3:1][CH:2]([CH3:3])[O:4][c:5]1[cH:6][c:7]([C:25](=[O:26])[NH:27][c:28]2[n:29][n:30]([C:33]([O:34][C:35]([CH3:36])([CH3:37])[CH3:38])=[O:39])[cH:31][cH:32]2)[cH:8][c:9]([O:11][c:12]2[cH:13][c:14]3[c:15]([cH:23][cH:24]2)[C:16](=[O:22])[N:17]([CH3:21])[CH2:18][CH2:19][O:20]3)[cH:10]1.[CH3:40][OH:41]>>[CH3:1][CH:2]([CH3:3])[O:4][c:5]1[cH:6][c:7]([C:25](=[O:26])[NH:27][c:28]2[n:29][nH:30][cH:31][cH:32]2)[cH:8][c:9]([O:11][c:12]2[cH:13][c:14]3[c:15]([cH:23][cH:24]2)[C:16](=[O:22])[N:17]([CH3:21])[CH2:18][CH2:19][O:20]3)[cH:10]1. The reactants are ClC1=C(C=CC=C1)CCN1C=NC(=C1C1=CC=C(C=C1)F)C1=NC=CC(=C1)C#N (2-[1-[2-(2-chlorophenyl)ethyl]-5-(4-fluorophenyl)imidazol-4-yl]pyridine-4-carbonitrile), [OH-].[Na+] (NaOH), CO (MeOH). The product is ClC1=C(C=CC=C1)CCN1C=NC(=C1C1=CC=C(C=C1)F)C1=NC=CC(=C1)C(=O)O (2-[1-[2-(2-chlorophenyl)ethyl]-5-(4-fluorophenyl)imidazol-4-yl]pyridine-4-carboxylic acid). Yield: 43.0%. Reaction SMILES: [Cl:1][C:2]1[CH:7]=[CH:6][CH:5]=[CH:4][C:3]=1[CH2:8][CH2:9][N:10]1[C:14]([C:15]2[CH:20]=[CH:19][C:18]([F:21])=[CH:17][CH:16]=2)=[C:13]([C:22]2[CH:27]=[C:26]([C:28]#N)[CH:25]=[CH:24][N:23]=2)[N:12]=[CH:11]1.[OH-:30].[Na+].C[OH:33]>>[Cl:1][C:2]1[CH:7]=[CH:6][CH:5]=[CH:4][C:3]=1[CH2:8][CH2:9][N:10]1[C:14]([C:15]2[CH:20]=[CH:19][C:18]([F:21])=[CH:17][CH:16]=2)=[C:13]([C:22]2[CH:27]=[C:26]([C:28]([OH:33])=[O:30])[CH:25]=[CH:24][N:23]=2)[N:12]=[CH:11]1 |f:1.2|. Procedure details: A mixture of 2-[1-[2-(2-chlorophenyl)ethyl]-5-(4-fluorophenyl)imidazol-4-yl]pyridine-4-carbonitrile (1 eq) and NaOH (5 eq, 2 M) in MeOH was refluxed overnight, concentrated and acidified to pH=3-4, purified by HPLC to give the title compound (43%). 1H NMR (300 MHz, CD3OD): δ 3.07 (2H, t, J=6.6 Hz), 4.27 (2H, t, J=6.6 Hz), 7.00-7.33 (8H, m), 7.68 (1H, d, J=5.1 Hz), 7.93-7.95 (2H, m), 8.52 (1H, d, J=4.8 Hz). [M+H] Calc'd for C23H17ClFN3O2, 422. Found, 422. Run in CO (CH3OH). Run at temperature -2 celsius, time 1 hour. The product is C(C1=CC=CC=C1)C1(CCN(CC1)CCNC(=O)NC1=CC(=NC2=CC=CC=C12)C)O (1-[2-(4-benzyl-4-hydroxy-piperidin-1-yl)-ethyl]-3-(2-methyl-quinolin-4-yl)-urea), S(=O)(=O)([O-])[O-] (sulfate), hydrate. Reaction SMILES: [CH2:1]([C:8]1([OH:31])[CH2:13][CH2:12][N:11]([CH2:14][CH2:15][NH:16][C:17]([NH:19][C:20]2[C:29]3[C:24](=[CH:25][CH:26]=[CH:27][CH:28]=3)[N:23]=[C:22]([CH3:30])[CH:21]=2)=[O:18])[CH2:10][CH2:9]1)[C:2]1[CH:7]=[CH:6][CH:5]=[CH:4][CH:3]=1.[OH:32][S:33]([OH:36])(=[O:35])=[O:34]>CO>[CH2:1]([C:8]1([OH:31])[CH2:9][CH2:10][N:11]([CH2:14][CH2:15][NH:16][C:17]([NH:19][C:20]2[C:29]3[C:24](=[CH:25][CH:26]=[CH:27][CH:28]=3)[N:23]=[C:22]([CH3:30])[CH:21]=2)=[O:18])[CH2:12][CH2:13]1)[C:2]1[CH:7]=[CH:6][CH:5]=[CH:4][CH:3]=1.[S:33]([O-:36])([O-:35])(=[O:34])=[O:32]. Reported procedure: To a suspension of 1-[2-(4-benzyl-4-hydroxy-piperidin-1-yl)-ethyl]-3-(2-methyl-quinolin-4-yl)-urea (21.36 kg) in CH3OH (178 L) is added aqueous H2SO4 (6 L, 9.91%) during 10 min. The clear solution is filtered and further aqueous H2SO4 (33.8 L, 1.07 M) is added during 45 min. The solution is cooled to −2° C. during 1.5 h and stirred at −5 to −9° C. for 1 h. The formed precipitate is filtered, washed with cooled CH3OH (−5° C., 54 L) and dried under a stream of nitrogen provide 1-[2-(4-benzyl-4-hyd... Reactants: OS(=O)(=O)O (H2SO4), C(C1=CC=CC=C1)C1(CCN(CC1)CCNC(=O)NC1=CC(=NC2=CC=CC=C12)C)O (1-[2-(4-benzyl-4-hydroxy-piperidin-1-yl)-ethyl]-3-(2-methyl-quinolin-4-yl)-urea). Starting materials: CCO, Nc1c(OCCN(CCCc2c[nH]c3ccccc23)C(=O)C(F)(F)F)cccc1[N+](=O)[O-]. Yields the product Nc1cccc(OCCN(CCCc2c[nH]c3ccccc23)C(=O)C(F)(F)F)c1N. Reaction SMILES: [CH3:33][CH2:34][OH:35].[NH2:1][c:2]1[c:3]([O:4][CH2:5][CH2:6][N:7]([C:8]([C:9]([F:10])([F:11])[F:12])=[O:13])[CH2:14][CH2:15][CH2:16][c:17]2[cH:18][nH:19][c:20]3[cH:21][cH:22][cH:23][cH:24][c:25]23)[cH:26][cH:27][cH:28][c:29]1[N+:30]([O-:31])=[O:32]>>[NH2:1][c:2]1[c:3]([O:4][CH2:5][CH2:6][N:7]([C:8]([C:9]([F:10])([F:11])[F:12])=[O:13])[CH2:14][CH2:15][CH2:16][c:17]2[cH:18][nH:19][c:20]3[cH:21][cH:22][cH:23][cH:24][c:25]23)[cH:26][cH:27][cH:28][c:29]1[NH2:30].